Dataset: the Open Reaction Database (ORD), a public repository of structured organic reaction records. Task: describe an organic reaction: reactants, conditions, products, and yield Starting materials: ClC1=CC=C(OC(C=O)=CNCC(=O)OCC)C=C1 (2-(4-Chlorophenoxy)-3-carbethoxymethylaminoacrylaldehyde). Solvent: C(CO)O (ethylene glycol). Product: ClC1=CC=C(OC=2C=C(NC2)C(=O)OCC)C=C1 (ethyl 4-(4-chlorophenoxy)pyrrole-2-carboxylate). Yield: 5.3%. RXN SMILES: [Cl:1][C:2]1[CH:19]=[CH:18][C:5]([O:6][C:7](=[CH:10][NH:11][CH2:12][C:13]([O:15][CH2:16][CH3:17])=[O:14])[CH:8]=O)=[CH:4][CH:3]=1>C(O)CO>[Cl:1][C:2]1[CH:19]=[CH:18][C:5]([O:6][C:7]2[CH:8]=[C:12]([C:13]([O:15][CH2:16][CH3:17])=[O:14])[NH:11][CH:10]=2)=[CH:4][CH:3]=1. Procedure details: 2-(4-Chlorophenoxy)-3-carbethoxymethylaminoacrylaldehyde (2 g.) was boiled in 5 ml. of ethylene glycol for 15 minutes. The reaction was cooled to room temperature, diluted with 10 ml. of water and product extracted into 10 ml. of ethyl acetate. The ethyl acetate was back-washed with water and concentrated to an oil (1.5 g.). The oil chromatographed on approximately 100 ml. of silica gel with ethyl acetate-1/hexane-1 as eluant, monitored by thin layer chromatography. Evaporation of middle fractio... Reactants: C(C)(C)(C)C1=CC=C(C=C1)S(=O)(=O)NC1=NC=NC(=C1C1=CC=C(C=C1)C)Cl (4-tert.-butyl-N-[6-chloro-5-(p-tolyl)-4-pyrimidinyl]-benzene sulfonamide), NCCO (2-amino-ethanol). The product is NCCOC1=C(C(=NC=N1)NS(=O)(=O)C1=CC=C(C=C1)C(C)(C)C)C1=CC=C(C=C1)C (N-[6-(2-amino-ethoxy)-5-p-tolyl-pyrimidin-4-yl]4-tert.-butyl-benzenesulfonamide). Reaction SMILES: [C:1]([C:5]1[CH:10]=[CH:9][C:8]([S:11]([NH:14][C:15]2[C:20]([C:21]3[CH:26]=[CH:25][C:24]([CH3:27])=[CH:23][CH:22]=3)=[C:19](Cl)[N:18]=[CH:17][N:16]=2)(=[O:13])=[O:12])=[CH:7][CH:6]=1)([CH3:4])([CH3:3])[CH3:2].[NH2:29][CH2:30][CH2:31][OH:32]>>[NH2:29][CH2:30][CH2:31][O:32][C:19]1[N:18]=[CH:17][N:16]=[C:15]([NH:14][S:11]([C:8]2[CH:9]=[CH:10][C:5]([C:1]([CH3:3])([CH3:2])[CH3:4])=[CH:6][CH:7]=2)(=[O:13])=[O:12])[C:20]=1[C:21]1[CH:26]=[CH:25][C:24]([CH3:27])=[CH:23][CH:22]=1. Procedure: According to Example 4b), 500 mg 4-tert.-butyl-N-[6-chloro-5-(p-tolyl)-4-pyrimidinyl]-benzene sulfonamide was reacted with 2-amino-ethanol to give 450 mg N-[6-(2-amino-ethoxy)-5-p-tolyl-pyrimidin-4-yl]4-tert.-butyl-benzenesulfonamide. LC-MS: tR=3.90 min, [M−1]−=439.44. Reactants: FC(S(=O)(=O)OC=1C(=CC(=C2C=CC=NC12)Cl)C(=O)N(C)OC)(F)F (5-chloro-7-{[methoxy(methyl)amino]carbonyl}quinolin-8-yl trifluoromethanesulfonate), FC=1C=C(C=CC1)[Zn]I ((3-fluorophenyl)(iodo)zinc). The reagents and catalysts are C=1C=CC(=CC1)[P](C=2C=CC=CC2)(C=3C=CC=CC3)[Pd]([P](C=4C=CC=CC4)(C=5C=CC=CC5)C=6C=CC=CC6)([P](C=7C=CC=CC7)(C=8C=CC=CC8)C=9C=CC=CC9)[P](C=1C=CC=CC1)(C=1C=CC=CC1)C=1C=CC=CC1 (tetrakis(triphenylphosphine)palladium(0)). Run in O1CCCC1 (tetrahydrofuran), O1CCCC1 (tetrahydrofuran). Conditions: temperature 60 celsius. Yields the product ClC1=C2C=CC=NC2=C(C(=C1)C(=O)N(C)OC)C1=CC(=CC=C1)F (5-chloro-8-(3-fluorophenyl)-N-methoxy-N-methylquinoline-7-carboxamide). Yield: 89.0%. Reaction SMILES: FC(F)(F)S(O[C:7]1[C:8]([C:18]([N:20]([O:22][CH3:23])[CH3:21])=[O:19])=[CH:9][C:10]([Cl:17])=[C:11]2[C:16]=1[N:15]=[CH:14][CH:13]=[CH:12]2)(=O)=O.[F:26][C:27]1[CH:28]=[C:29]([Zn]I)[CH:30]=[CH:31][CH:32]=1>O1CCCC1.C1C=CC([P]([Pd]([P](C2C=CC=CC=2)(C2C=CC=CC=2)C2C=CC=CC=2)([P](C2C=CC=CC=2)(C2C=CC=CC=2)C2C=CC=CC=2)[P](C2C=CC=CC=2)(C2C=CC=CC=2)C2C=CC=CC=2)(C2C=CC=CC=2)C2C=CC=CC=2)=CC=1>[Cl:17][C:10]1[CH:9]=[C:8]([C:18]([N:20]([O:22][CH3:23])[CH3:21])=[O:19])[C:7]([C:31]2[CH:30]=[CH:29][CH:28]=[C:27]([F:26])[CH:32]=2)=[C:16]2[C:11]=1[CH:12]=[CH:13][CH:14]=[N:15]2 |^1:43,45,64,83|. Procedure details: To a mixture of 5-chloro-7-{[methoxy(methyl)amino]carbonyl}quinolin-8-yl trifluoromethanesulfonate (0.200 g, 0.502 mmol) in tetrahydrofuran (5 mL) was added 0.50 M (3-fluorophenyl)(iodo)zinc in tetrahydrofuran (1.20 mL, 0.602 mmol) with stirring, followed by addition of tetrakis(triphenylphosphine)palladium(0) (29.0 mg, 0.0251 mmol). The reaction mixture was heated at 60° C. overnight. After cooling to room temperature, the mixture was filtered and concentrated under reduced pressure. The crude ...